This data is from the Open Reaction Database (ORD), a public repository of structured organic reaction records. The task is: describe an organic reaction: reactants, conditions, products, and yield The reactants are CI, CC#N, O=c1c2cnn(-c3ccccc3)c2nc(-c2ccc(-c3cc[nH]n3)cc2)n1-c1ccc(Cl)cc1, [K+], [K+], O=C([O-])[O-], O. The product is Cn1ccc(-c2ccc(-c3nc4c(cnn4-c4ccccc4)c(=O)n3-c3ccc(Cl)cc3)cc2)n1. As a reaction SMILES: [CH3:41][I:42].[CH3:44][C:45]#[N:46].[Cl:1][c:2]1[cH:3][cH:4][c:5](-[n:8]2[c:9](-[c:24]3[cH:25][cH:26][c:27](-[c:30]4[n:31][nH:32][cH:33][cH:34]4)[cH:28][cH:29]3)[n:10][c:11]3[c:12]([c:13]2=[O:14])[cH:15][n:16][n:17]3-[c:18]2[cH:19][cH:20][cH:21][cH:22][cH:23]2)[cH:6][cH:7]1.[K+:35].[K+:36].[O-:37][C:38]([O-:39])=[O:40].[OH2:43]>>[Cl:1][c:2]1[cH:3][cH:4][c:5](-[n:8]2[c:9](-[c:24]3[cH:25][cH:26][c:27](-[c:30]4[n:31][n:32]([CH3:38])[cH:33][cH:34]4)[cH:28][cH:29]3)[n:10][c:11]3[c:12]([c:13]2=[O:14])[cH:15][n:16][n:17]3-[c:18]2[cH:19][cH:20][cH:21][cH:22][cH:23]2)[cH:6][cH:7]1. The reactants are N[C@H]1CC2=C(C=CC=C2CC1)N1CCN(CC1)C ((R)-2-amino-8-(4-methylpiperazin-1-yl)-1,2,3,4-tetrahydronaphthalene), C(=O)(O)C=1N=C(SC1)C1=CC=CC=C1 (4-carboxy-2-phenylthiazole), C(=O)(N1C=NC=C1)N1C=NC=C1 (1,1′-carbonyldiimidazole), C(=O)=O (carbon dioxide). Solvent: CN(C=O)C (N,N-dimethylformamide), CN(C=O)C (N,N-dimethylformamide). Conditions: temperature 75 celsius, time 17 hour. Product: CN1CCN(CC1)C=1C=CC=C2CC[C@H](CC12)NC(=O)C=1N=C(SC1)C1=CC=CC=C1 ((R)-N-[8-(4-Methylpiperazin-1-yl)-1,2,3,4-tetrahydro-2-naphthyl]-2-phenylthiazole-4-carboxamide). Yield: 55.8%. As a reaction SMILES: [C:1]([C:4]1[N:5]=[C:6]([C:9]2[CH:14]=[CH:13][CH:12]=[CH:11][CH:10]=2)[S:7][CH:8]=1)([OH:3])=O.C(N1C=CN=C1)(N1C=CN=C1)=O.C(=O)=O.[NH2:30][C@@H:31]1[CH2:40][CH2:39][C:38]2[C:33](=[C:34]([N:41]3[CH2:46][CH2:45][N:44]([CH3:47])[CH2:43][CH2:42]3)[CH:35]=[CH:36][CH:37]=2)[CH2:32]1>CN(C)C=O>[CH3:47][N:44]1[CH2:45][CH2:46][N:41]([C:34]2[CH:35]=[CH:36][CH:37]=[C:38]3[C:33]=2[CH2:32][C@H:31]([NH:30][C:1]([C:4]2[N:5]=[C:6]([C:9]4[CH:14]=[CH:13][CH:12]=[CH:11][CH:10]=4)[S:7][CH:8]=2)=[O:3])[CH2:40][CH2:39]3)[CH2:42][CH2:43]1. Procedure: To a solution of 4-carboxy-2-phenylthiazole (88 mg, 0.43 mmol) in anhydrous N,N-dimethylformamide (25 mL) was added 1,1′-carbonyldiimidazole (73 mg, 0.45 mmol) and the reaction was heated at 75° C. When the carbon dioxide evolution had ceased (after 30 min), the reaction was cooled to room temperature and a solution of (R)-2-amino-8-(4-methylpiperazin-1-yl)-1,2,3,4-tetrahydronaphthalene (100 mg, 0.41 mmol) in anhydrous N,N-dimethylformamide (5 mL) was added. The reaction was allowed to stir at a... Starting materials: N[C@@H](CCC(OC(C)(C)C)=O)C(=O)O (H-Glu(O-t-Bu)-OH), C(CCl)Cl (EDC), C=1C=CC2=C(C1)N=NN2O (HOBt). Solvent: C(C)O (ethanol). Conditions: time 22 hour. Product: C(C)OC(C(CCC(=O)OC(C)(C)C)N)=O (2-amino-pentanedioic acid 5-tert-butyl ester 1-ethyl ester). As a reaction SMILES: [NH2:1][C@H:2]([C:12]([OH:14])=[O:13])[CH2:3][CH2:4][C:5](=[O:11])[O:6][C:7]([CH3:10])([CH3:9])[CH3:8].[CH2:15](Cl)[CH2:16]Cl.C1C=CC2N(O)N=NC=2C=1>C(O)C>[CH2:15]([O:13][C:12](=[O:14])[CH:2]([NH2:1])[CH2:3][CH2:4][C:5]([O:6][C:7]([CH3:10])([CH3:8])[CH3:9])=[O:11])[CH3:16]. Procedure: A dry 250 mL round-bottomed flask was charged with 2.200 g (10.800 mmol) H-Glu(O-t-Bu)-OH (41a) dissolved in 100 mL ethanol. To this was added 4.4 g (22.9 mmol) EDC and 3.2 g (23.7 mmol) HOBt. The reaction mixture was stirred at ambient temperature for 22 h. The reaction mixture was followed to completion according to the LC-MS data. The solvent was removed under reduced pressure and the resulting oil was dissolved in dichloromethane 300 mL and extracted with H2O 300 mL. The H2O-phase was adjust... The reactants are CN1C(CCC1)CCN1C2=C(SCC1)C=C(C=C2)[N+](=O)[O-] (4-(2-(1-methylpyrrolidin-2-yl)ethyl)-7-nitro-3,4-dihydro-2H-benzo[b][1,4]thiazine), O.NN (hydrazine hydrate). The reagents and catalysts are [Ni] (Raney Nickel). Solvent: CO (methanol). Reaction conditions: time 3 hour. The product is CN1C(CCC1)CCN1C2=C(SCC1)C=C(C=C2)N (4-(2-(1-Methylpyrrolidin-2-yl)ethyl)-3,4-dihydro-2H-benzo[b][1,4]thiazin-7-amine). As a reaction SMILES: [CH3:1][N:2]1[CH2:6][CH2:5][CH2:4][CH:3]1[CH2:7][CH2:8][N:9]1[CH2:14][CH2:13][S:12][C:11]2[CH:15]=[C:16]([N+:19]([O-])=O)[CH:17]=[CH:18][C:10]1=2.O.NN>CO.[Ni]>[CH3:1][N:2]1[CH2:6][CH2:5][CH2:4][CH:3]1[CH2:7][CH2:8][N:9]1[CH2:14][CH2:13][S:12][C:11]2[CH:15]=[C:16]([NH2:19])[CH:17]=[CH:18][C:10]1=2 |f:1.2|. Reported procedure: A solution of 4-(2-(1-methylpyrrolidin-2-yl)ethyl)-7-nitro-3,4-dihydro-2H-benzo[b][1,4]thiazine (0.82 g, 2.67 mmol) in methanol (10 mL) under an argon atmosphere was treated with hydrazine hydrate (1.29 mL, 26.7 mmol) and a small amount of Raney Nickel (˜0.15 g, 2.67 mmol). The reaction was transferred to a pre-heated oil bath at 65° C. After 3 hours, the reaction was poured over a pad of Celite, rinsing with methanol. The filtrate was concentrated, and the residue was poured over a pad of silic... Solvent: C(C)OCC (diethyl ether). The product is ClC(C)[SiH](C)CCCC1=CC=CC=C1 ((α-Chloroethyl)benzylethylmethylsilane). RXN SMILES: [Cl:1][CH:2]([SiH:4]([CH2:6][CH2:7]Cl)[CH3:5])[CH3:3].[CH2:9]([Mg]Br)[C:10]1[CH:15]=[CH:14][CH:13]=[CH:12][CH:11]=1>C(OCC)C>[Cl:1][CH:2]([SiH:4]([CH2:6][CH2:7][CH2:9][C:10]1[CH:15]=[CH:14][CH:13]=[CH:12][CH:11]=1)[CH3:5])[CH3:3]. Reactants: ClC(C)[SiH](C)CCCl ((α-chloroethyl)chloroethylmethylsilane), C(C1=CC=CC=C1)[Mg]Br (benzylmagnesium bromide). Procedure: To a solution of (α-chloroethyl)chloroethylmethylsilane (0.171 g, 1 mmol) in diethyl ether (5 ml) was added a solution of benzylmagnesium bromide (1 mmol, 1 eq). The mixture was refluxed for 12 hours, then filtered. The product was purified by distillation. Reactants: CuBr, ClC1=C(C=CC=C1)I (1-chloro-2-iodobenzene), N1C=CC2=C(C=CC=C12)CN1CCC(CC1)C=1C=C(C=CC1)NC(C(C)C)=O (N-{3-[1-(1H-indol-4-ylmethyl)-4-piperidinyl]phenyl}-2-methylpropanamide). Product: ClC1=C(C=CC=C1)N1C=CC2=C(C=CC=C12)CN1CCC(CC1)C=1C=C(C=CC1)NC(C(C)C)=O (N-[3-(1-{[1-(2-CHLOROPHENYL)-1H-INDOL-4-YL]METHYL}-4-PIPERIDINYL)PHENYL]-2-METHYLPROPANAMIDE). As a reaction SMILES: [Cl:1][C:2]1[CH:7]=[CH:6][CH:5]=[CH:4][C:3]=1I.[NH:9]1[C:17]2[C:12](=[C:13]([CH2:18][N:19]3[CH2:24][CH2:23][CH:22]([C:25]4[CH:26]=[C:27]([NH:31][C:32](=[O:36])[CH:33]([CH3:35])[CH3:34])[CH:28]=[CH:29][CH:30]=4)[CH2:21][CH2:20]3)[CH:14]=[CH:15][CH:16]=2)[CH:11]=[CH:10]1>>[Cl:1][C:2]1[CH:7]=[CH:6][CH:5]=[CH:4][C:3]=1[N:9]1[C:17]2[C:12](=[C:13]([CH2:18][N:19]3[CH2:24][CH2:23][CH:22]([C:25]4[CH:26]=[C:27]([NH:31][C:32](=[O:36])[CH:33]([CH3:34])[CH3:35])[CH:28]=[CH:29][CH:30]=4)[CH2:21][CH2:20]3)[CH:14]=[CH:15][CH:16]=2)[CH:11]=[CH:10]1. Procedure: Prepared by Procedure C and Scheme Q1, with CuBr in place of Cu, using 1-chloro-2-iodobenzene and N-{3-[1-(1H-indol-4-ylmethyl)-4-piperidinyl]phenyl}-2-methylpropanamide: ESMS m/e: 486.1 (M+H)+.